From a dataset of the Open Reaction Database (ORD), a public repository of structured organic reaction records. describe an organic reaction: reactants, conditions, products, and yield Reactants: ClC=1N=NC(=C(C1C(=O)C=1C=NC=CC1)Cl)C1=CC=CC=C1 ((3,5-dichloro-6-phenyl-pyridazin-4-yl)-(3-pyridyl)methanone), CNN (methyl hydrazine). Run in C(C)O (ethanol). Run at temperature 60 celsius, time 3 hour. The product is ClC1=C2C(=NN=C1C1=CC=CC=C1)N(N=C2C=2C=NC=CC2)C (4-chloro-1-methyl-5-phenyl-3-(3-pyridyl)pyrazolo[3,4-c]pyridazine). Isolated yield 31.1%. As a reaction SMILES: Cl[C:2]1[N:3]=[N:4][C:5]([C:17]2[CH:22]=[CH:21][CH:20]=[CH:19][CH:18]=2)=[C:6]([Cl:16])[C:7]=1[C:8]([C:10]1[CH:11]=[N:12][CH:13]=[CH:14][CH:15]=1)=O.[CH3:23][NH:24][NH2:25]>C(O)C>[Cl:16][C:6]1[C:5]([C:17]2[CH:22]=[CH:21][CH:20]=[CH:19][CH:18]=2)=[N:4][N:3]=[C:2]2[N:24]([CH3:23])[N:25]=[C:8]([C:10]3[CH:11]=[N:12][CH:13]=[CH:14][CH:15]=3)[C:7]=12. Procedure: A mixture of (3,5-dichloro-6-phenyl-pyridazin-4-yl)-(3-pyridyl)methanone (100 mg, 0.3 mmol) and methyl hydrazine (19.5 mg, 0.42 mmol) in ethanol (1.5 mL) was stirred in a sealed tube at 60° C. for 3 h. The reaction mixture was concentrated in vacuo and the residue was purified by column chromatography (silica gel, isohexane/ethyl acetate 9:1 to 8:2) yielding Compound 26 as a solid (30 mg). The reactants are Cc1cc(C)c(C=O)cc1C, CC1=CN=C(C=C1)N, [C-]#[N+]C1CCCCC1. Reagents/catalysts: O=C(O)C(F)(F)F (trifluoroacetic acid). Solvent: CC(C)O (isopropyl alcohol), CC(C)O (isopropylalcohol). Run at temperature 22 celsius, time 20 hour. Yields the product Cc1ccc2nc(c3cc(C)c(C)cc3C)c(NC3CCCCC3)n2c1. Isolated yield 9.6%. Reaction SMILES: CC1=CC=C(N)N=C1.[C-]#[N+]C1CCCCC1.CC1=CC(C)=C(C=O)C=C1C>>CC1=CN2C(C=C1)=NC(=C2NC1CCCCC1)C1=C(C)C=C(C)C(C)=C1. Reactants: [Si](C)(C)(C(C)(C)C)OCC=1C(=NC(=CC1)CC1=C(C=CC=C1F)F)Cl (3-({[tert-butyl(dimethyl)silyl]oxy}methyl)-2-chloro-6-(2,6-difluorobenzyl)pyridine), FC1=C(C=CC(=C1)F)B(O)O (2,4-difluorophenylboronic acid), C(=O)([O-])[O-].[Na+].[Na+] (Na2CO3). Reagents/catalysts: C=1C=CC(=CC1)[P](C=2C=CC=CC2)(C=3C=CC=CC3)[Pd]([P](C=4C=CC=CC4)(C=5C=CC=CC5)C=6C=CC=CC6)([P](C=7C=CC=CC7)(C=8C=CC=CC8)C=9C=CC=CC9)[P](C=1C=CC=CC1)(C=1C=CC=CC1)C=1C=CC=CC1 (tetrakis(triphenylphosphine)palladium). Run in COCCOC (DME). Conditions: temperature 90 celsius. Product: [Si](C)(C)(C(C)(C)C)OCC=1C(=NC(=CC1)CC1=C(C=CC=C1F)F)C1=C(C=C(C=C1)F)F (3-({[tert-butyl(dimethyl)silyl]oxy}methyl)-6-(2,6-difluorobenzyl)-2-(2,4-difluorophenyl)pyridine). RXN SMILES: [Si:1]([O:8][CH2:9][C:10]1[C:11](Cl)=[N:12][C:13]([CH2:16][C:17]2[C:22]([F:23])=[CH:21][CH:20]=[CH:19][C:18]=2[F:24])=[CH:14][CH:15]=1)([C:4]([CH3:7])([CH3:6])[CH3:5])([CH3:3])[CH3:2].[F:26][C:27]1[CH:32]=[C:31]([F:33])[CH:30]=[CH:29][C:28]=1B(O)O.C([O-])([O-])=O.[Na+].[Na+]>COCCOC.C1C=CC([P]([Pd]([P](C2C=CC=CC=2)(C2C=CC=CC=2)C2C=CC=CC=2)([P](C2C=CC=CC=2)(C2C=CC=CC=2)C2C=CC=CC=2)[P](C2C=CC=CC=2)(C2C=CC=CC=2)C2C=CC=CC=2)(C2C=CC=CC=2)C2C=CC=CC=2)=CC=1>[Si:1]([O:8][CH2:9][C:10]1[C:11]([C:30]2[CH:29]=[CH:28][C:27]([F:26])=[CH:32][C:31]=2[F:33])=[N:12][C:13]([CH2:16][C:17]2[C:22]([F:23])=[CH:21][CH:20]=[CH:19][C:18]=2[F:24])=[CH:14][CH:15]=1)([C:4]([CH3:7])([CH3:6])[CH3:5])([CH3:3])[CH3:2] |f:2.3.4,^1:52,54,73,92|. Reported procedure: To a crude 3-({[tert-butyl(dimethyl)silyl]oxy}methyl)-2-chloro-6-(2,6-difluorobenzyl)pyridine (from Step C above) in DME was added 2,4-difluorophenylboronic acid (6.5 g), tetrakis(triphenylphosphine)palladium (2 g) and 2N Na2CO3 (40 mL), and heated to 90° C. for a couple of hours until reaction completed. The mixture was cooled to room temperature and filtered through celite. The mixture was diluted with ethyl acetate, washed with water, brine, dried over MgSO4 and concentrated. The residue was ... The solvent is C(C)(=O)O (acetic acid). Reaction SMILES: [Cl:1]N1C(=O)CCC1=O.[Cl:9][C:10]1[CH:11]=[CH:12][C:13]2[O:17][CH2:16][CH2:15][C:14]=2[C:18]=1[CH2:19][CH2:20][CH2:21][NH:22][C:23](=[O:25])[CH3:24].C(=O)([O-])[O-].[Na+].[Na+]>C(O)(=O)C>[Cl:9][C:10]1[CH:11]=[C:12]([Cl:1])[C:13]2[O:17][CH2:16][CH2:15][C:14]=2[C:18]=1[CH2:19][CH2:20][CH2:21][NH:22][C:23](=[O:25])[CH3:24] |f:2.3.4|. The reactants are ClN1C(CCC1=O)=O (N-Chlorosuccinimide), ClC=1C=CC2=C(CCO2)C1CCCNC(C)=O (N-[3-(5-chloro-2,3-dihydro-benzofuran-4-yl)-propyl]-acetamide), C([O-])([O-])=O.[Na+].[Na+] (sodium carbonate). Reaction conditions: time 64 hour. The yield is 42.7%. Procedure details: N-Chlorosuccinimide (173 mg) was added to a solution of N-[3-(5-chloro-2,3-dihydro-benzofuran-4-yl)-propyl]-acetamide (0.2 g) in glacial acetic acid (5 ml) at room temperature under nitrogen and the mixture stirred for 64 h. The solution was adusted to pH 9 with sodium carbonate (2N; 10 ml) and extracted with ethyl acetate (3×15 ml). The combined organic extracts were washed with brine (20 ml) and dried (MgSO4). The solvent was evaporated and the residue purified by HPLC, eluting with 50% aceton... Yields the product ClC=1C=C(C2=C(CCO2)C1CCCNC(C)=O)Cl (N-[3-(5,7-Dichloro-2,3-dihydro-benzofuran-4-yl)-propyl]-acetamide). The reactants are CCOc1cccc(Nc2nnc(C(=O)Nc3ccc(C4CCC(CC(=O)O)CC4)cc3)o2)c1, CCN=C=NCCCN(C)C, N, CN(C)C=O, O, On1nnc2ccccc21. Product: CCOc1cccc(Nc2nnc(C(=O)Nc3ccc(C4CCC(CC(N)=O)CC4)cc3)o2)c1. As a reaction SMILES: [CH2:2]([CH3:3])[O:4][c:5]1[cH:6][c:7]([NH:11][c:12]2[n:13][n:14][c:15]([C:17](=[O:18])[NH:19][c:20]3[cH:21][cH:22][c:23]([CH:26]4[CH2:27][CH2:28][CH:29]([CH2:32][C:33](=[O:34])[OH:35])[CH2:30][CH2:31]4)[cH:24][cH:25]3)[o:16]2)[cH:8][cH:9][cH:10]1.[CH3:36][CH2:37][N:38]=[C:39]=[N:40][CH2:41][CH2:42][CH2:43][N:44]([CH3:45])[CH3:46].[NH3:1].[O:58]=[CH:59][N:60]([CH3:61])[CH3:62].[OH2:57].[OH:47][n:48]1[c:49]2[c:50]([cH:51][cH:52][cH:53][cH:54]2)[n:55][n:56]1>>[CH2:2]([CH3:3])[O:4][c:5]1[cH:6][c:7]([NH:11][c:12]2[n:13][n:14][c:15]([C:17](=[O:18])[NH:19][c:20]3[cH:21][cH:22][c:23]([CH:26]4[CH2:27][CH2:28][CH:29]([CH2:32][C:33](=[O:35])[NH2:38])[CH2:30][CH2:31]4)[cH:24][cH:25]3)[o:16]2)[cH:8][cH:9][cH:10]1. The reactants are C(#N)[BH3-].[Na+] (sodium cyanoborohydride), [OH-].[Na+] (sodium hydroxide), COC=1C=C2C=CNC2=CC1 (5-methoxyindole), [H][H] (hydrogen). The solvent is C(C)(=O)O (acetic acid), O (water). Run at time 3 hour. The product is COC=1C=C2CCNC2=CC1 (5-Methoxyindoline). RXN SMILES: [CH3:1][O:2][C:3]1[CH:4]=[C:5]2[C:9](=[CH:10][CH:11]=1)[NH:8][CH:7]=[CH:6]2.C([BH3-])#N.[Na+].[H][H].[OH-].[Na+]>C(O)(=O)C.O>[CH3:1][O:2][C:3]1[CH:4]=[C:5]2[C:9](=[CH:10][CH:11]=1)[NH:8][CH2:7][CH2:6]2 |f:1.2,4.5|. Procedure details: To a solution of 50.0 g (340 mmol) of 5-methoxyindole in 700 ml of glacial acetic acid are added portionwise, at 15-20° C., 53.4 g (850 mmol) of sodium cyanoborohydride. The weakly exothermic addition is carried out over 3 hours and is accompanied by a slight evolution of hydrogen. The mixture is left stirring below 20° C. for 12 hours, 700 ml of water are then added and the pH of the reaction medium is adjusted to between 10 and 12 by addition of 1200 ml of 30% sodium hydroxide solution. The mi... Reactants: C(C=C)N1C(C(NC2=C(C1C)C=CC=C2)=O)C=CC2=CC=CC=C2 (4-Allyl-5-methyl-3-styryl-1,3,4,5-tetrahydro-benzo[e][1,4]diazepin-2-one), Cl (HCl), Cl (HCl). The reagents and catalysts are C=CC1=CC=CC=C1.C1=CC=C(C=C1)P(C2=CC=CC=C2)C3=CC=CC=C3.C1=CC=C(C=C1)P(C2=CC=CC=C2)C3=CC=CC=C3.Cl[Ru]Cl (bis(tricyclohexylphosphine)benzylidine ruthenium(IV) dichloride). The solvent is CCOCC (ether). Run at time 3 day. The product is CC1C2=C(NC(C3N1CC=C3)=O)C=CC=C2 (5-Methyl-3,5,10,11a-tetrahydro-benzo[e]pyrrolo[1,2-a][1,4]diazepin-11-one). Yield: 46.7%. RXN SMILES: C([N:4]1[CH:10]([CH3:11])[C:9]2[CH:12]=[CH:13][CH:14]=[CH:15][C:8]=2[NH:7][C:6](=[O:16])[CH:5]1[CH:17]=[CH:18][C:19]1C=CC=CC=1)C=C.Cl>CCOCC.C=CC1C=CC=CC=1.C1C=CC(P(C2C=CC=CC=2)C2C=CC=CC=2)=CC=1.C1C=CC(P(C2C=CC=CC=2)C2C=CC=CC=2)=CC=1.Cl[Ru]Cl>[CH3:11][CH:10]1[N:4]2[CH2:19][CH:18]=[CH:17][CH:5]2[C:6](=[O:16])[NH:7][C:8]2[CH:15]=[CH:14][CH:13]=[CH:12][C:9]1=2 |f:3.4.5.6|. Procedure: The product of Example 15 (103 mg, 0.32 mmol) was first converted to the HCl salt with excess 1M HCl in ether, and all of the volatiles were removed. The resulting solid was then dissolved in dry dichloromethane (15 mL) and bis(tricyclohexylphosphine)benzylidine ruthenium(IV) dichloride (132 mg, 0.16 mmol) was added, and the flask was flushed with Ar(g). The reaction was allowed to proceed at room temperature for three days, after which time, the reaction was diluted with an additional 10 mL of ... Starting materials: N[C@@H](CN1N=C(C=C1)C1=C(C(=C(C#N)C=C1)Cl)C)C ((R)-4-(1-(2-aminopropyl)-1H-pyrazol-3-yl)-2-chloro-3-methylbenzonitrile), O1C(=CC=C1)C1=NNC(=C1)C(=O)O (3-(furan-2-yl)-1H-pyrazole-5-carboxylic acid), CCN(C(C)C)C(C)C (DIPEA), C=1C=CC2=C(C1)N=NN2O (HOBt), CCN=C=NCCCN(C)C (EDCI). Yields the product ClC=1C(=C(C=CC1C#N)C1=NN(C=C1)C[C@@H](C)NC(=O)C1=CC(=NN1)C=1OC=CC1)C ((R)—N-(1-(3-(3-chloro-4-cyano-2-methylphenyl)-1H-pyrazol-1-yl)propan-2-yl)-3-(furan-2-yl)-1H-pyrazole-5-carboxamide). The yield is 73.9%. RXN SMILES: [NH2:1][C@H:2]([CH3:19])[CH2:3][N:4]1[CH:8]=[CH:7][C:6]([C:9]2[CH:16]=[CH:15][C:12]([C:13]#[N:14])=[C:11]([Cl:17])[C:10]=2[CH3:18])=[N:5]1.[O:20]1[CH:24]=[CH:23][CH:22]=[C:21]1[C:25]1[CH:29]=[C:28]([C:30](O)=[O:31])[NH:27][N:26]=1.CCN(C(C)C)C(C)C.C1C=CC2N(O)N=NC=2C=1.CCN=C=NCCCN(C)C>>[Cl:17][C:11]1[C:10]([CH3:18])=[C:9]([C:6]2[CH:7]=[CH:8][N:4]([CH2:3][C@H:2]([NH:1][C:30]([C:28]3[NH:27][N:26]=[C:25]([C:21]4[O:20][CH:24]=[CH:23][CH:22]=4)[CH:29]=3)=[O:31])[CH3:19])[N:5]=2)[CH:16]=[CH:15][C:12]=1[C:13]#[N:14]. Procedure details: The title compound was prepared from (R)-4-(1-(2-aminopropyl)-1H-pyrazol-3-yl)-2-chloro-3-methylbenzonitrile (0.077 g, 0.280 mmol), 3-(furan-2-yl)-1H-pyrazole-5-carboxylic acid (0.055 g, 0.308 mmol), DIPEA (0.073 ml, 0.420 mmol), HOBt (0.057 g, 0.420 mmol) and EDCI (0.081 g, 0.420 mmol) using the method of Example 34(d) affording 0.090 g of the title compound. 1H-NMR (400 MHz; d6-DMSO): δ 1.15-1.17 (m, 3H), 2.52 (s, 3H), 4.32-4.35 (m, 2H), 4.44-4.51 (m, 1H), 6.61 (d, 2H), 7.65-7.67 (m, 1H), 7.75... Starting materials: CC(C)(C)OC(=O)N1CCN(c2cccc3c(Sc4ccccc4)c[nH]c23)CC1, ClCCl, [NH4+], [OH-], O, O=C(O)C(F)(F)F. Product: c1ccc(Sc2c[nH]c3c(N4CCNCC4)cccc23)cc1. RXN SMILES: [C:8]([O:9][C:10](=[O:11])[N:15]1[CH2:16][CH2:17][N:18]([c:21]2[cH:22][cH:23][cH:24][c:25]3[c:26]([S:30][c:31]4[cH:32][cH:33][cH:34][cH:35][cH:36]4)[cH:27][nH:28][c:29]23)[CH2:19][CH2:20]1)([CH3:12])([CH3:13])[CH3:14].[Cl:39][CH2:40][Cl:41].[NH4+:37].[OH-:38].[OH2:42].[OH:1][C:2]([C:3]([F:4])([F:5])[F:6])=[O:7]>>[NH:15]1[CH2:16][CH2:17][N:18]([c:21]2[cH:22][cH:23][cH:24][c:25]3[c:26]([S:30][c:31]4[cH:32][cH:33][cH:34][cH:35][cH:36]4)[cH:27][nH:28][c:29]23)[CH2:19][CH2:20]1. Reactants: S1C(=CC=C1)C=O (2-thiophene carboxaldehyde), C(OCC)(OCC)OCC (triethyl orthoformate), C(=O)([O-])[O-].[K+].[K+] (K2CO3). Reagents/catalysts: Cl (HCl). Run in C(C)O (ethanol). The product is C(C)OC(C=1SC=CC1)OCC (2-(diethoxymethyl)-thiophene). Yield: 89.9%. Reaction SMILES: [S:1]1[CH:5]=[CH:4][CH:3]=[C:2]1C=O.[CH:8]([O:15][CH2:16][CH3:17])([O:12][CH2:13][CH3:14])OCC.C([O-])([O-])=O.[K+].[K+]>C(O)C.Cl>[CH2:16]([O:15][CH:8]([O:12][CH2:13][CH3:14])[C:2]1[S:1][CH:5]=[CH:4][CH:3]=1)[CH3:17] |f:2.3.4|. Reported procedure: A solution of 22.4 g (200 mmol) of 2-thiophene carboxaldehyde and 44.4 g (300 mmol) of triethyl orthoformate in ethanol (200 mL) with 3-5 drops of concentrated HCl was heated at reflux for 4 hrs. The reaction mixture was then neutralized with K2CO3. After filtered and concentrated, 33.5 g (90% yield) of 2-(diethoxymethyl)-thiophene was distilled under reduced pressure (bp 156° C./1 torr).